This data is from the Open Reaction Database (ORD), a public repository of structured organic reaction records. The task is: describe an organic reaction: reactants, conditions, products, and yield Starting materials: CC(=CBr)c1ccc(Cl)c(Cl)c1, Cc1ccc2[nH]c3c(c2c1)CCN(C)C3, [Cu]I, [K+], [K+], [K+], CN(C)C=O, O=C(O)C1CCCN1, O=P([O-])([O-])[O-]. The product is CC(=Cn1c2c(c3cc(C)ccc31)CCN(C)C2)c1ccc(Cl)c(Cl)c1. As a reaction SMILES: [Br:32][CH:33]=[C:34]([CH3:35])[c:36]1[cH:37][c:38]([Cl:43])[c:39]([Cl:42])[cH:40][cH:41]1.[CH3:1][N:2]1[CH2:3][c:4]2[nH:5][c:6]3[cH:7][cH:8][c:9]([CH3:15])[cH:10][c:11]3[c:12]2[CH2:13][CH2:14]1.[Cu:49][I:50].[K+:29].[K+:30].[K+:31].[O:44]=[CH:45][N:46]([CH3:47])[CH3:48].[OH:16][C:17]([CH:18]1[NH:19][CH2:20][CH2:21][CH2:22]1)=[O:23].[P:24]([O-:25])([O-:26])([O-:27])=[O:28]>>[CH3:1][N:2]1[CH2:3][c:4]2[n:5]([CH:33]=[C:34]([CH3:35])[c:36]3[cH:37][c:38]([Cl:43])[c:39]([Cl:42])[cH:40][cH:41]3)[c:6]3[cH:7][cH:8][c:9]([CH3:15])[cH:10][c:11]3[c:12]2[CH2:13][CH2:14]1. Starting materials: N#Cc1ccc(CBr)cc1, CNCCO, Cc1ccccc1C. Product: CN(CCO)Cc1ccc(C#N)cc1. As a reaction SMILES: [Br:1][CH2:2][c:3]1[cH:4][cH:5][c:6]([C:7]#[N:8])[cH:9][cH:10]1.[CH3:11][NH:12][CH2:13][CH2:14][OH:15].[c:16]1([CH3:17])[c:18]([CH3:19])[cH:20][cH:21][cH:22][cH:23]1>>[CH2:2]([c:3]1[cH:4][cH:5][c:6]([C:7]#[N:8])[cH:9][cH:10]1)[N:12]([CH3:11])[CH2:13][CH2:14][OH:15]. The reactants are tertiary amine, C(C)(C)(C)OC(C1=C(C=C(C=C1)C(=O)N1CCCCC1)[N+](=O)[O-])=O (2-Nitro-4-(piperidine-1-carbonyl)-benzoic acid tert-butyl ester), Cl (HCl), C(=O)([O-])[O-].[K+].[K+] (K2CO3), Cl (HCl). The solvent is C(Cl)Cl (DCM), C1CCOC1 (THF), O1CCOCC1 (dioxane). Run at time 4 day. Product: Cl.[N+](=O)([O-])C1=C(C(=O)O)C=CC(=C1)CN1CCCCC1 (2-nitro-4-piperidin-1-ylmethyl-benzoic acid hydrochloride). As a reaction SMILES: C([O:5][C:6](=[O:24])[C:7]1[CH:12]=[CH:11][C:10]([C:13]([N:15]2[CH2:20][CH2:19][CH2:18][CH2:17][CH2:16]2)=O)=[CH:9][C:8]=1[N+:21]([O-:23])=[O:22])(C)(C)C.[ClH:25].C([O-])([O-])=O.[K+].[K+]>C1COCC1.C(Cl)Cl.O1CCOCC1>[ClH:25].[N+:21]([C:8]1[CH:9]=[C:10]([CH2:13][N:15]2[CH2:20][CH2:19][CH2:18][CH2:17][CH2:16]2)[CH:11]=[CH:12][C:7]=1[C:6]([OH:24])=[O:5])([O-:23])=[O:22] |f:2.3.4,8.9|. Procedure details: 2-Nitro-4-(piperidine-1-carbonyl)-benzoic acid tert-butyl ester (1.87 mmol) was dissolved in dry THF and added drop-wise to 3.7 mL of borane tetrahydrofuran complex 1.0 M solution, at room temperature, under nitrogen, with stirring. The reaction was then refluxed for six hours, cooled to room temperature and treated carefully with 2N HCl (10 mL) After stirring for 15 minutes, solid K2CO3 was added in portions (1.75 g). The mixture was extracted with EtOAc (3×25 mL). The combined organic layers w... The reactants are CN(C)C=O, ClCCl, O, Cc1c(C2CC2CC#N)ncc(F)c1O, O=P(Cl)(Cl)Cl. The product is Cc1c(C2CC2CC#N)ncc(F)c1Cl. RXN SMILES: [CH3:16][N:17]([CH3:18])[CH:19]=[O:20].[Cl:27][CH2:28][Cl:29].[OH2:26].[OH:1][c:2]1[c:3]([CH3:15])[c:4]([CH:9]2[CH:10]([CH2:12][C:13]#[N:14])[CH2:11]2)[n:5][cH:6][c:7]1[F:8].[P:21]([Cl:22])([Cl:23])([Cl:24])=[O:25]>>[c:2]1([Cl:23])[c:3]([CH3:15])[c:4]([CH:9]2[CH:10]([CH2:12][C:13]#[N:14])[CH2:11]2)[n:5][cH:6][c:7]1[F:8].